This data is from the Open Reaction Database (ORD), a public repository of structured organic reaction records. The task is: describe an organic reaction: reactants, conditions, products, and yield Starting materials: C(O)([O-])=O.[Na+] (sodium hydrogencarbonate), C(C)(=O)OCC (ethyl acetate), FC(C(=O)O)(F)F (Trifluoroacetic acid), C(C1=CC=CC=C1)C1C(N(CC1CCC)C(=O)OC(C)(C)C)=O (tert-butyl 3-benzyl-2-oxo-4-propyl-1-pyrrolidinecarboxylate). Run in C(Cl)Cl (methylene chloride). Conditions: time 14 hour. Product: crude product, C(C1=CC=CC=C1)C1C(NCC1CCC)=O (3-Benzyl-4-propyl-2-pyrrolidinone). Isolated yield 99.5%. Reaction SMILES: FC(F)(F)C(O)=O.[CH2:8]([CH:15]1[CH:19]([CH2:20][CH2:21][CH3:22])[CH2:18][N:17](C(OC(C)(C)C)=O)[C:16]1=[O:30])[C:9]1[CH:14]=[CH:13][CH:12]=[CH:11][CH:10]=1.C(=O)([O-])O.[Na+].C(OCC)(=O)C>C(Cl)Cl>[CH2:8]([CH:15]1[CH:19]([CH2:20][CH2:21][CH3:22])[CH2:18][NH:17][C:16]1=[O:30])[C:9]1[CH:14]=[CH:13][CH:12]=[CH:11][CH:10]=1 |f:2.3|. Reported procedure: Trifluoroacetic acid (10 ml) was added to a solution of tert-butyl 3-benzyl-2-oxo-4-propyl-1-pyrrolidinecarboxylate (1.22 g, 3.84 mmol) in methylene chloride (10 ml) while cooling on ice and the mixture was stirred for 14 hours. Saturated aqueous sodium hydrogencarbonate solution was added to the reaction mixture and extraction was performed with ethyl acetate. After washing the organic layer with brine and drying over anhydrous magnesium sulfate, the solvent was distilled off under reduced pres... Reactants: O=C(O)c1cncc(Br)c1, ClC(Cl)(Cl)Cl, CCC(CC)(C(=O)[O-])C(=O)[O-], CCO, [Cl-], [Mg], C1CCOC1, O=S(=O)(O)O. Yields the product CC(=O)c1cncc(Br)c1. Reaction SMILES: [Br:17][c:18]1[cH:19][n:20][cH:21][c:22]([C:23](=[O:24])[OH:25])[cH:26]1.[C:32]([Cl:33])([Cl:34])([Cl:35])[Cl:36].[CH2:1]([C:2]([CH2:3][CH3:4])([C:5]([O-:6])=[O:7])[C:8]([O-:9])=[O:10])[CH3:11].[CH3:12][CH2:13][OH:14].[Cl-:16].[Mg:15].[O:37]1[CH2:38][CH2:39][CH2:40][CH2:41]1.[S:27](=[O:28])(=[O:29])([OH:30])[OH:31]>>[CH3:1][C:23]([c:22]1[cH:21][n:20][cH:19][c:18]([Br:17])[cH:26]1)=[O:25]. Reactants: O=[O+][O-] (ozone), CC1=CC=C(C=C1)S(=O)(=O)OC[C@H]1COC2=C(O1)C(=C(C=C2)[N+](=O)[O-])C=CC ({(2R)-7-Nitro-8-[1-propenyl]-2,3-dihydro-1,4-benzodioxin-2-yl}methyl 4-methylbenzenesulfonate), C(C)(C)N(CC)C(C)C (Diisopropylethylamine). The solvent is C(Cl)Cl (methylene chloride), C(Cl)Cl (methylene chloride). Conditions: time 8 hour. Yields the product CC1=CC=C(C=C1)S(=O)(=O)OCC1COC2=C(O1)C(=C(C=C2)[N+](=O)[O-])C=O ((8-Formyl-7-nitro-2,3-dihydro-1,4-benzodioxin-2-yl)methyl 4-methylbenzenesulfonate). As a reaction SMILES: [CH3:1][C:2]1[CH:7]=[CH:6][C:5]([S:8]([O:11][CH2:12][C@@H:13]2[O:18][C:17]3[C:19]([CH:26]=CC)=[C:20]([N+:23]([O-:25])=[O:24])[CH:21]=[CH:22][C:16]=3[O:15][CH2:14]2)(=[O:10])=[O:9])=[CH:4][CH:3]=1.[O:29]=[O+][O-].C(N(C(C)C)CC)(C)C>C(Cl)Cl>[CH3:1][C:2]1[CH:3]=[CH:4][C:5]([S:8]([O:11][CH2:12][CH:13]2[O:18][C:17]3[C:19]([CH:26]=[O:29])=[C:20]([N+:23]([O-:25])=[O:24])[CH:21]=[CH:22][C:16]=3[O:15][CH2:14]2)(=[O:10])=[O:9])=[CH:6][CH:7]=1. Procedure: {(2R)-7-Nitro-8-[1-propenyl]-2,3-dihydro-1,4-benzodioxin-2-yl}methyl 4-methylbenzenesulfonate (10.5 g, 25.9 mmol) dissolved in 400 mL of methylene chloride was treated with excess ozone at −78° C. Diisopropylethylamine (11.5 mL, 66.0 mmol) was then added dropwise over 30 minutes and the mixture allowed to come to room temperature and stir overnight under a nitrogen atmosphere. The mixture was then diluted to 600 mL with methylene chloride, washed three times with 100 mL portions of 2N HCl (aq), ... Starting materials: COC1=CC=C(C=C1)N=C=O (4-methoxyphenyl isocyanate), ClC1=CC=C(C=C1)CCCN1CCN(CC1)CCCS (3-{4-[3-(4-chlorophenyl)propyl]piperazin-1-yl}propanethiol). Run in methylene chlorine. The product is O.Cl.Cl.COC1=CC=C(C=C1)NC(O)=SCCCN1CCN(CC1)CCCC1=CC=C(C=C1)Cl.COC1=CC=C(C=C1)NC(O)=SCCCN1CCN(CC1)CCCC1=CC=C(C=C1)Cl.Cl.Cl (N-(4-methoxyphenyl)-S-{3-[4-[3-(4-chlorophenyl)propyl]piperazin-1-yl]propyl}thiocarbamate dihydrochloride hemihydrate). The yield is 146.1%. RXN SMILES: [CH3:1][O:2][C:3]1[CH:8]=[CH:7][C:6]([N:9]=[C:10]=[O:11])=[CH:5][CH:4]=1.[Cl:12][C:13]1[CH:18]=[CH:17][C:16]([CH2:19][CH2:20][CH2:21][N:22]2[CH2:27][CH2:26][N:25]([CH2:28][CH2:29][CH2:30][SH:31])[CH2:24][CH2:23]2)=[CH:15][CH:14]=1>C=Cl>[OH2:2].[ClH:12].[ClH:12].[CH3:1][O:2][C:3]1[CH:4]=[CH:5][C:6]([NH:9][C:10](=[SH:31][CH2:30][CH2:29][CH2:28][N:25]2[CH2:26][CH2:27][N:22]([CH2:21][CH2:20][CH2:19][C:16]3[CH:17]=[CH:18][C:13]([Cl:12])=[CH:14][CH:15]=3)[CH2:23][CH2:24]2)[OH:11])=[CH:7][CH:8]=1.[CH3:1][O:2][C:3]1[CH:4]=[CH:5][C:6]([NH:9][C:10](=[SH:31][CH2:30][CH2:29][CH2:28][N:25]2[CH2:26][CH2:27][N:22]([CH2:21][CH2:20][CH2:19][C:16]3[CH:17]=[CH:18][C:13]([Cl:12])=[CH:14][CH:15]=3)[CH2:23][CH2:24]2)[OH:11])=[CH:7][CH:8]=1.[ClH:12].[ClH:12] |f:3.4.5.6.7.8.9|. Procedure details: The procedure described in Example 35 was followed, using 2.0 g of 4-methoxyphenyl isocyanate, 4.0 g of 3-{4-[3-(4-chlorophenyl)propyl]piperazin-1-yl}propanethiol and 100 ml of methylene chlorine to give 3.4 g (48% of theory) of N-(4-methoxyphenyl)-S-{3-[4-[3-(4-chlorophenyl)propyl]piperazin-1-yl]propyl}thiocarbamate dihydrochloride hemihydrate as a white crystalline solid, M.p. 240°-244° C.